From a dataset of the Open Reaction Database (ORD), a public repository of structured organic reaction records. describe an organic reaction: reactants, conditions, products, and yield Solvent: C1CCOC1 (THF). Reported procedure: A solution of 160 g (0.67 mol) of 4-(1,4-dioxaspiro[4.5]dec-8-yl)cyclohexanone in 600 ml of THF is added to a solution of the Grignard reagent generated from 147 g (0.74 mol) of p-bromopropylbenzene and 18.0 g (0.74 mol) of magnesium turnings (400 ml of THF). When the addition is complete, the mixture is heated under reflux for 1 h, and sat. ammonium chloride soln. is added. The mixture is acidified using dil. hydrochloric acid and extracted a number of times with MTBE. The combined organic phas... Reaction SMILES: [O:1]1[C:5]2([CH2:10][CH2:9][CH:8]([CH:11]3[CH2:16][CH2:15][C:14](=[O:17])[CH2:13][CH2:12]3)[CH2:7][CH2:6]2)[O:4][CH2:3][CH2:2]1.Br[CH2:19][CH2:20][CH2:21][C:22]1[CH:27]=[CH:26][CH:25]=[CH:24][CH:23]=1.[Mg].[Cl-].[NH4+].Cl>C1COCC1>[O:1]1[C:5]2([CH2:6][CH2:7][CH:8]([CH:11]3[CH2:16][CH2:15][C:14]([C:25]4[CH:26]=[CH:27][C:22]([CH2:21][CH2:20][CH3:19])=[CH:23][CH:24]=4)([OH:17])[CH2:13][CH2:12]3)[CH2:9][CH2:10]2)[O:4][CH2:3][CH2:2]1 |f:3.4|. Yields the product O1CCOC12CCC(CC2)C2CCC(CC2)(O)C2=CC=C(C=C2)CCC (4-(1,4-dioxaspiro[4.5]dec-8-yl)-1-(4-propylphenyl)cyclohexanol). Reactants: O1CCOC12CCC(CC2)C2CCC(CC2)=O (4-(1,4-dioxaspiro[4.5]dec-8-yl)cyclohexanone), Grignard reagent, [Mg] (magnesium), [Cl-].[NH4+] (ammonium chloride), BrCCCC1=CC=CC=C1 (p-bromopropylbenzene), Cl (hydrochloric acid). Starting materials: FC1=CC=C(C=C1)NC(NC1=CC=C(C=C1)C1=CC=C2CN(C(C2=C1)=O)[C@H](C(=O)O)C(C)C)=O ((S)-2-(6-(4-(3-(4-Fluorophenyl)ureido)phenyl)-1-oxoisoindolin-2-yl)-3-methyl butanoic acid), ClC1=CC(=C(C=C1)NC(NC1=CC=C(C=C1)C1=CC=C2CN(C(C2=C1)=O)[C@H](C(=O)OC)C(C)C)=O)OC1=CC=CC=C1 ((S)-Methyl 2-(6-(4-(3-(4-chloro-2-phenoxyphenyl)ureido)phenyl)-1-oxo isoindolin-2-yl)-3-methylbutanoate). Yields the product ClC1=CC(=C(C=C1)NC(NC1=CC=C(C=C1)C1=CC=C2CN(C(C2=C1)=O)[C@H](C(=O)O)C(C)C)=O)OC1=CC=CC=C1 ((S)-2-(6-(4-(3-(4-Chloro-2-phenoxyphenyl)ureido)phenyl)-1-oxoisoindolin-2-yl)-3-methylbutanoic acid). Yield: 82.0%. Reaction SMILES: FC1C=CC(NC(=O)NC2C=CC(C3C=C4C(CN([C@@H](C(C)C)C(O)=O)C4=O)=CC=3)=CC=2)=CC=1.[Cl:35][C:36]1[CH:41]=[CH:40][C:39]([NH:42][C:43](=[O:69])[NH:44][C:45]2[CH:50]=[CH:49][C:48]([C:51]3[CH:59]=[C:58]4[C:54]([CH2:55][N:56]([C@@H:61]([CH:66]([CH3:68])[CH3:67])[C:62]([O:64]C)=[O:63])[C:57]4=[O:60])=[CH:53][CH:52]=3)=[CH:47][CH:46]=2)=[C:38]([O:70][C:71]2[CH:76]=[CH:75][CH:74]=[CH:73][CH:72]=2)[CH:37]=1>>[Cl:35][C:36]1[CH:41]=[CH:40][C:39]([NH:42][C:43](=[O:69])[NH:44][C:45]2[CH:46]=[CH:47][C:48]([C:51]3[CH:59]=[C:58]4[C:54]([CH2:55][N:56]([C@@H:61]([CH:66]([CH3:68])[CH3:67])[C:62]([OH:64])=[O:63])[C:57]4=[O:60])=[CH:53][CH:52]=3)=[CH:49][CH:50]=2)=[C:38]([O:70][C:71]2[CH:72]=[CH:73][CH:74]=[CH:75][CH:76]=2)[CH:37]=1. Procedure details: The compound of example 44 was prepared analogous to compound of example 8 by hydrolysis of compound of example 43. The reactants are CC=1C(=C(C=CC1)C1=CC=CC=C1)NC(=S)N (N-(3-methyl-2-biphenylyl)thiourea), O.O.O.C(C)(=O)[O-].[Pb+2].C(C)(=O)[O-] (lead acetate trihydrate), [OH-].[K+] (potassium hydroxide). Run in O (water). The product is CC=1C(=C(C=CC1)C1=CC=CC=C1)NC#N (3-methyl-2-biphenylylcyanamide). As a reaction SMILES: [CH3:1][C:2]1[C:3]([NH:14][C:15]([NH2:17])=S)=[C:4]([C:8]2[CH:13]=[CH:12][CH:11]=[CH:10][CH:9]=2)[CH:5]=[CH:6][CH:7]=1.O.O.O.C([O-])(=O)C.[Pb+2].C([O-])(=O)C.[OH-].[K+]>O>[CH3:1][C:2]1[C:3]([NH:14][C:15]#[N:17])=[C:4]([C:8]2[CH:13]=[CH:12][CH:11]=[CH:10][CH:9]=2)[CH:5]=[CH:6][CH:7]=1 |f:1.2.3.4.5.6,7.8|. Reported procedure: A mixture of N-(3-methyl-2-biphenylyl)thiourea (11.3 g), lead acetate trihydrate (17.7 g), potassium hydroxide (26.1 g) and water (50 ml) was heated at 90°-95° C. for 30 minutes to give 3-methyl-2-biphenylylcyanamide as a yellow oil. Reactants: C(#C)C1=NC=CC=C1 (2-ethynylpyridine), [C@]12(C(=O)CC(CC1)C2(C)C)C ((1R)-(+)-camphor). Product: C[C@@]12C(=CC(CC1)C2(C)C)C#CC2=NC=CC=C2 (2-{[(1R)-1,7,7-trimethylbicyclo[2.2.1]hept-2-e-n-2-yl]ethynyl }pyridine). RXN SMILES: [C:1]([C:3]1[CH:8]=[CH:7][CH:6]=[CH:5][N:4]=1)#[CH:2].[C@:9]12([CH3:19])[C:16]([CH3:18])([CH3:17])[CH:13]([CH2:14][CH2:15]1)[CH2:12][C:10]2=O>>[CH3:19][C@:9]12[C:16]([CH3:18])([CH3:17])[CH:13]([CH2:14][CH2:15]1)[CH:12]=[C:10]2[C:2]#[C:1][C:3]1[CH:8]=[CH:7][CH:6]=[CH:5][N:4]=1. Reported procedure: Reactants: 2-ethynylpyridine (6.0 mmol, 618 mg), (1R)-(+)-camphor (6.0 mmol, 912 mg); yields 2-{[(1R)-1,7,7-trimethylbicyclo[2.2.1]hept-2-e-n-2-yl]ethynyl }pyridine as a transparent yellow oil (125 mg, 9% overall yield). 1H NMR (CDCl3, 300 MHz) Δ8.57 (m, 1H), 7.64 (m, 1H), 7.43 (m, 1H), 7.17 (m, 1H), 6.49 (d, J=3 Hz, 1H), 2.41 (t, J=3 Hz, 1H), 1.92 (br m, 1H), 1.65 (m, 1H), 1.18 (m, 1H), 1.17 (s, 3H), 1.09 (br m, 1H), 0.84 (s, 3H), 0.82 (s, 3H). MS (EI ionization) 237 (M+). Starting materials: ClC1=C(C=CC(=C1)Cl)S (2,4-dichlorothiophenol), FC1=C(C=C(C=O)C=C1)C(F)(F)F (4-fluoro-3-trifluoromethylbenzaldehyde), NCCCCCCO (6-amino-1-hexanol), CC1=C(C=CC=C1)S (2-methylthiophenol), ClC1=C(C=O)C=CC=C1 (2-chlorobenzaldehyde), C(C)(=O)N1CCNCC1 (1-acetylpiperazine). Yields the product CC1=C(C=CC=C1)SC1=C(C=C(C=C1)\C=C\C(=O)N1CCN(CC1)C(C)=O)C(F)(F)F ((2-Methylphenyl)[2-trifluoromethyl-4-(E-((4-acetylpiperazin-1-yl)carbonyl) ethenyl)phenyl]sulfide). As a reaction SMILES: ClC1C=C(Cl)C=CC=1S.[CH3:10][C:11]1[CH:16]=[CH:15][CH:14]=[CH:13][C:12]=1[SH:17].ClC1C=CC=C[C:20]=1[CH:21]=[O:22].F[C:28]1[CH:35]=[CH:34][C:31]([CH:32]=O)=[CH:30][C:29]=1[C:36]([F:39])([F:38])[F:37].NCCCCCCO.[C:48]([N:51]1[CH2:56][CH2:55][NH:54][CH2:53][CH2:52]1)(=[O:50])[CH3:49]>>[CH3:10][C:11]1[CH:16]=[CH:15][CH:14]=[CH:13][C:12]=1[S:17][C:28]1[CH:35]=[CH:34][C:31](/[CH:32]=[CH:49]/[C:48]([N:51]2[CH2:56][CH2:55][N:54]([C:21](=[O:22])[CH3:20])[CH2:53][CH2:52]2)=[O:50])=[CH:30][C:29]=1[C:36]([F:39])([F:38])[F:37]. Reported procedure: The title compound was prepared by the procedures described in Example 1 substituting 2,4-dichlorothiophenol with 2-methylthiophenol, 2-chlorobenzaldehyde with 4-fluoro-3-trifluoromethylbenzaldehyde, and 6-amino-1-hexanol with 1-acetylpiperazine. 1H NMR (CDCl3, 300 MHz) δ 7.79 (s, 1H); 7.63 (d, J=15.4 Hz, 1H); 7.51 (d, J=6.8 Hz, 1H); 7.41-7.33 (m, 3H); 7.28 (m, 1H); 6.83 (d, J=15.4 Hz, 1H); 6.79 (d, J=6.8 Hz, 1H); 3.80-3.60 (m, 6H); 3.57-3.50 (m, 2H); 2.34 (s, 3H); 2.14 (s, 3H). MS (ESI) m/z 919...